From a dataset of the Open Reaction Database (ORD), a public repository of structured organic reaction records. describe an organic reaction: reactants, conditions, products, and yield Reactants: CCS, CCN(C(C)C)C(C)C, CC#N, O=[N+]([O-])c1cc[nH]c1Cl. Yields the product CCSc1[nH]ccc1[N+](=O)[O-]. RXN SMILES: [CH2:10]([CH3:11])[SH:12].[CH2:13]([N:14]([CH:15]([CH3:16])[CH3:17])[CH:18]([CH3:19])[CH3:20])[CH3:21].[CH3:22][C:23]#[N:24].[Cl:1][c:2]1[nH:3][cH:4][cH:5][c:6]1[N+:7](=[O:8])[O-:9]>>[c:2]1([S:12][CH2:10][CH3:11])[nH:3][cH:4][cH:5][c:6]1[N+:7](=[O:8])[O-:9]. Reactants: CCNCC, C#CCCO, [Cu]I, Fc1ccc(I)cc1. Yields the product OCCC#Cc1ccc(F)cc1. RXN SMILES: [CH2:14]([NH:15][CH2:16][CH3:17])[CH3:18].[CH2:9]([CH2:10][C:11]#[CH:12])[OH:13].[Cu:19][I:20].[F:1][c:2]1[cH:3][cH:4][c:5]([I:8])[cH:6][cH:7]1>>[F:1][c:2]1[cH:3][cH:4][c:5]([C:12]#[C:11][CH2:10][CH2:9][OH:13])[cH:6][cH:7]1. Reactants: C1CN2CCN1CC2, COc1ccc2[nH]ccc2c1, CCOC(C)=O, CN(C)C=O, O. The product is COc1ccc2c(ccn2C)c1. Reaction SMILES: [CH2:12]1[N:13]2[CH2:14][CH2:15][N:16]([CH2:17][CH2:18]2)[CH2:19]1.[CH3:1][O:2][c:3]1[cH:4][c:5]2[cH:6][cH:7][nH:8][c:9]2[cH:10][cH:11]1.[CH3:25][CH2:26][O:27][C:28]([CH3:29])=[O:30].[O:20]=[CH:21][N:22]([CH3:23])[CH3:24].[OH2:31]>>[CH3:1][O:2][c:3]1[cH:4][c:5]2[cH:6][cH:7][n:8]([CH3:12])[c:9]2[cH:10][cH:11]1. Reactants: Cc1cc(C(=O)Cl)no1, COc1cccc(C(Oc2ccc3c(cnn3-c3ccc(F)cc3)c2)C(C)N)c1. Product: COc1cccc(C(Oc2ccc3c(cnn3-c3ccc(F)cc3)c2)C(C)NC(=O)c2cc(C)on2)c1. As a reaction SMILES: [CH3:30][c:31]1[cH:32][c:33]([C:36](=[O:37])[Cl:38])[n:34][o:35]1.[F:1][c:2]1[cH:3][cH:4][c:5](-[n:8]2[n:9][cH:10][c:11]3[cH:12][c:13]([O:17][CH:18]([CH:19]([CH3:20])[NH2:21])[c:22]4[cH:23][c:24]([O:28][CH3:29])[cH:25][cH:26][cH:27]4)[cH:14][cH:15][c:16]23)[cH:6][cH:7]1>>[F:1][c:2]1[cH:3][cH:4][c:5](-[n:8]2[n:9][cH:10][c:11]3[cH:12][c:13]([O:17][CH:18]([CH:19]([CH3:20])[NH:21][C:36]([c:33]4[cH:32][c:31]([CH3:30])[o:35][n:34]4)=[O:37])[c:22]4[cH:23][c:24]([O:28][CH3:29])[cH:25][cH:26][cH:27]4)[cH:14][cH:15][c:16]23)[cH:6][cH:7]1. The reactants are Cn1cnc(S(=O)(=O)Cl)c1, CCCCCC(CC)Cc1nc(C)c2c(=O)[nH]c(-c3cc(N)ccc3OCC)nn12, C1CCOC1, c1ccncc1. Product: CCCCCC(CC)Cc1nc(C)c2c(=O)[nH]c(-c3cc(NS(=O)(=O)c4cn(C)cn4)ccc3OCC)nn12. RXN SMILES: [CH3:31][n:32]1[cH:33][n:34][c:35]([S:37](=[O:38])(=[O:39])[Cl:40])[cH:36]1.[NH2:1][c:2]1[cH:3][cH:4][c:5]([O:28][CH2:29][CH3:30])[c:6](-[c:8]2[n:9][n:10]3[c:11]([c:12](=[O:14])[nH:13]2)[c:15]([CH3:27])[n:16][c:17]3[CH2:18][CH:19]([CH2:20][CH2:21][CH2:22][CH2:23][CH3:24])[CH2:25][CH3:26])[cH:7]1.[O:47]1[CH2:48][CH2:49][CH2:50][CH2:51]1.[cH:41]1[cH:42][cH:43][n:44][cH:45][cH:46]1>>[NH:1]([c:2]1[cH:3][cH:4][c:5]([O:28][CH2:29][CH3:30])[c:6](-[c:8]2[n:9][n:10]3[c:11]([c:12](=[O:14])[nH:13]2)[c:15]([CH3:27])[n:16][c:17]3[CH2:18][CH:19]([CH2:20][CH2:21][CH2:22][CH2:23][CH3:24])[CH2:25][CH3:26])[cH:7]1)[S:37]([c:35]1[n:34][cH:33][n:32]([CH3:31])[cH:36]1)(=[O:38])=[O:39]. The reactants are BrC1=CC2=NC=CC(=C2S1)NC=1C=C2C=CNC2=CC1 ((2-bromo-thieno[3,2-b]pyridin-7-yl)-(1H-indol-5-yl)-amine), C(CCC)[Sn](C1=NC=CC=C1)(CCCC)CCCC (2-(tributylstannyl)pyridine). Reagents/catalysts: [Cu](I)I (copper iodide), [CH2-]C1=CC=CC=C1.C1=CC=C(C=C1)P(C2=CC=CC=C2)C3=CC=CC=C3.C1=CC=C(C=C1)P(C2=CC=CC=C2)C3=CC=CC=C3.Cl[Pd+] (trans-benzyl(chloro)bis-(triphenylphosphine)palladium(II)). Run in CN(C=O)C (dimethylformamide). Conditions: temperature 90 celsius. Product: N1C=CC2=CC(=CC=C12)NC1=C2C(=NC=C1)C=C(S2)C2=NC=CC=C2 ((1H-Indol-5-yl)-(2-pyridin-2-yl-thieno[3,2-b]pyridin-7-yl)-amine). Isolated yield 30.5%. As a reaction SMILES: Br[C:2]1[S:10][C:9]2[C:4](=[N:5][CH:6]=[CH:7][C:8]=2[NH:11][C:12]2[CH:13]=[C:14]3[C:18](=[CH:19][CH:20]=2)[NH:17][CH:16]=[CH:15]3)[CH:3]=1.C([Sn](CCCC)(CCCC)[C:26]1[CH:31]=[CH:30][CH:29]=[CH:28][N:27]=1)CCC>CN(C)C=O.[Cu](I)I.[CH2-]C1C=CC=CC=1.C1C=CC(P(C2C=CC=CC=2)C2C=CC=CC=2)=CC=1.C1C=CC(P(C2C=CC=CC=2)C2C=CC=CC=2)=CC=1.Cl[Pd+]>[NH:17]1[C:18]2[C:14](=[CH:13][C:12]([NH:11][C:8]3[CH:7]=[CH:6][N:5]=[C:4]4[CH:3]=[C:2]([C:26]5[CH:31]=[CH:30][CH:29]=[CH:28][N:27]=5)[S:10][C:9]=34)=[CH:20][CH:19]=2)[CH:15]=[CH:16]1 |f:4.5.6.7|. Reported procedure: In a sealed tube (2-bromo-thieno[3,2-b]pyridin-7-yl)-(1H-indol-5-yl)-amine (150 mg, 0.29 mmol) and 2-(tributylstannyl)pyridine (118 mg, 1.1 mmol) were combined in 3 mL of dimethylformamide along with copper iodide (3 mg, 0.015 mmol). Nitrogen was bubbled through the solution and trans-benzyl(chloro)bis-(triphenylphosphine)palladium(II) (33 mg, 0.044 mmol) was added, the tube was sealed and heated to 90° C. After 14 hours the solution was cooled and concentrated to dryness. Chromatography on 15 g... The reactants are NC=1SC=C(N1)/C(/C(=O)OCC)=N/O (ethyl 2-(2-amino-4-thiazolyl)-2-(Z)-hydroxyimino-acetate), ClCC(=O)N1CCCCC1 (N-chloroacetylpiperidine), C(C)N(C(C)C)C(C)C (N-ethyldiisopropylamine), [I-].[Na+] (sodium iodide). Run in C(C)#N (acetonitrile), C(C)(=O)OCC (ethyl acetate). Yields the product NC=1SC=C(N1)/C(/C(=O)OCC)=N/OCC(=O)N1CCCCC1 (ethyl 2-(2-amino-4-thiazolyl)-2-[(Z)-[(1-piperidinecarbonyl)methoxy]imino]-acetate). The yield is 58.2%. Reaction SMILES: [NH2:1][C:2]1[S:3][CH:4]=[C:5](/[C:7](=[N:13]/[OH:14])/[C:8]([O:10][CH2:11][CH3:12])=[O:9])[N:6]=1.Cl[CH2:16][C:17]([N:19]1[CH2:24][CH2:23][CH2:22][CH2:21][CH2:20]1)=[O:18].C(N(C(C)C)C(C)C)C.[I-].[Na+]>C(#N)C.C(OCC)(=O)C>[NH2:1][C:2]1[S:3][CH:4]=[C:5](/[C:7](=[N:13]/[O:14][CH2:16][C:17]([N:19]2[CH2:24][CH2:23][CH2:22][CH2:21][CH2:20]2)=[O:18])/[C:8]([O:10][CH2:11][CH3:12])=[O:9])[N:6]=1 |f:3.4|. Procedure: 83.8 g of ethyl 2-(2-amino-4-thiazolyl)-2-(Z)-hydroxyimino-acetate, 94.4 g of N-chloroacetylpiperidine, 202.5 ml of N-ethyldiisopropylamine and 87.6 g of sodium iodide are stirred at room temperature for 12 hours in 1420 ml of acetonitrile. The mixture is diluted with 7 l of ethyl acetate, washed with water, dried over magnesium sulphate and concentrated to a small volume. The substance which crystallizes ot is filtered off and dried. There are obtained 77.2 g of ethyl 2-(2-amino-4-thiazolyl)-2-...